From a dataset of the Open Reaction Database (ORD), a public repository of structured organic reaction records. describe an organic reaction: reactants, conditions, products, and yield The reactants are CCO, Cl, [Na+], C1CCOC1, [OH-], CCOC(=O)CCc1cn(Cc2ccc(OCc3csc(-c4ccccc4)n3)cc2)nc1-c1ccccc1. Yields the product O=C(O)CCc1cn(Cc2ccc(OCc3csc(-c4ccccc4)n3)cc2)nc1-c1ccccc1. RXN SMILES: [CH3:47][CH2:48][OH:49].[ClH:46].[Na+:40].[O:41]1[CH2:42][CH2:43][CH2:44][CH2:45]1.[OH-:39].[c:1]1(-[c:7]2[n:8][n:9]([CH2:19][c:20]3[cH:21][cH:22][c:23]([O:26][CH2:27][c:28]4[n:29][c:30](-[c:33]5[cH:34][cH:35][cH:36][cH:37][cH:38]5)[s:31][cH:32]4)[cH:24][cH:25]3)[cH:10][c:11]2[CH2:12][CH2:13][C:14](=[O:15])[O:16][CH2:17][CH3:18])[cH:2][cH:3][cH:4][cH:5][cH:6]1>>[c:1]1(-[c:7]2[n:8][n:9]([CH2:19][c:20]3[cH:21][cH:22][c:23]([O:26][CH2:27][c:28]4[n:29][c:30](-[c:33]5[cH:34][cH:35][cH:36][cH:37][cH:38]5)[s:31][cH:32]4)[cH:24][cH:25]3)[cH:10][c:11]2[CH2:12][CH2:13][C:14](=[O:15])[OH:16])[cH:2][cH:3][cH:4][cH:5][cH:6]1. The reactants are CC(C)(C)OC(=O)NCc1ccc(Cl)c(N)c1Cl, O=c1ccccn1C(=S)n1ccccc1=O, C1COCCO1. RXN SMILES: [C:17]([CH3:18])([CH3:19])([CH3:20])[O:21][C:22]([NH:23][CH2:24][c:25]1[c:26]([Cl:33])[c:27]([NH2:32])[c:28]([Cl:31])[cH:29][cH:30]1)=[O:34].[C:1](=[S:2])([n:3]1[cH:4][cH:5][cH:6][cH:7][c:8]1=[O:9])[n:10]1[cH:11][cH:12][cH:13][cH:14][c:15]1=[O:16].[O:35]1[CH2:36][CH2:37][O:38][CH2:39][CH2:40]1>>[C:1](=[S:2])=[N:32][c:27]1[c:26]([Cl:33])[c:25]([CH2:24][NH:23][C:22]([O:21][C:17]([CH3:18])([CH3:19])[CH3:20])=[O:34])[cH:30][cH:29][c:28]1[Cl:31]. Product: CC(C)(C)OC(=O)NCc1ccc(Cl)c(N=C=S)c1Cl. Reactants: C(C)OC(C(C)(C)OC1=CC=C(C=C1)OCCC=1N=C(OC1C)C1=CC=C(C=C1)Br)=O (2-(4-{2-[2-(4-bromophenyl)-5-methyloxazol-4-yl]ethoxy}phenoxy)-2-methylpropionic acid ethyl ester), C1(CCCCC1)P(C1=C(C=CC=C1)C1=CC=CC=C1)C1CCCCC1 (2-(dicyclohexylphosphino)biphenyl), FC1=C(C(=CC=C1)F)B(O)O (2,6-difluorophenylboronic acid), [F-].[K+] (potassium fluoride). Reagents/catalysts: C(C)(=O)[O-].[Pd+2].C(C)(=O)[O-] (palladium acetate). The solvent is C1CCOC1 (THF). Product: C(C)OC(C(C)(C)OC1=CC=C(C=C1)OCCC=1N=C(OC1C)C1=CC=C(C=C1)C1=C(C=CC=C1F)F)=O (2-(4-{2-[2-(2′,6′-Difluoro-biphenyl-4-yl)-5-methyloxazol-4-yl]-ethoxy}-phenoxy)-2-methylpropionic acid ethyl ester). Reaction SMILES: [CH2:1]([O:3][C:4](=[O:31])[C:5]([O:8][C:9]1[CH:14]=[CH:13][C:12]([O:15][CH2:16][CH2:17][C:18]2[N:19]=[C:20]([C:24]3[CH:29]=[CH:28][C:27](Br)=[CH:26][CH:25]=3)[O:21][C:22]=2[CH3:23])=[CH:11][CH:10]=1)([CH3:7])[CH3:6])[CH3:2].[F:32][C:33]1[CH:38]=[CH:37][CH:36]=[C:35]([F:39])[C:34]=1B(O)O.[F-].[K+].C1(P(C2CCCCC2)C2C=CC=CC=2C2C=CC=CC=2)CCCCC1>C([O-])(=O)C.[Pd+2].C([O-])(=O)C.C1COCC1>[CH2:1]([O:3][C:4](=[O:31])[C:5]([O:8][C:9]1[CH:14]=[CH:13][C:12]([O:15][CH2:16][CH2:17][C:18]2[N:19]=[C:20]([C:24]3[CH:29]=[CH:28][C:27]([C:34]4[C:33]([F:32])=[CH:38][CH:37]=[CH:36][C:35]=4[F:39])=[CH:26][CH:25]=3)[O:21][C:22]=2[CH3:23])=[CH:11][CH:10]=1)([CH3:7])[CH3:6])[CH3:2] |f:2.3,5.6.7|. Reported procedure: A solution of 2-(4-{2-[2-(4-bromophenyl)-5-methyloxazol-4-yl]ethoxy}phenoxy)-2-methylpropionic acid ethyl ester (300 mg, 0.614 mmol) (see Ex. 2, part B), 2,6-difluorophenylboronic acid (0.921 mmol), potassium fluoride (88.6 mg, 1.84 mmol), palladium acetate (1.3 mg, 0.14 μmol), and 2-(dicyclohexylphosphino)biphenyl (4.3 mg, 12.3 μmol) were combined under N2, to which anhydrous THF (1.23 mL) was added. The yellow mixture was heated at reflux for 12 h. After cooling to room temperature, the mixtur... Starting materials: C1(=CC=CC=C1)S(=O)(=O)NC1=C(C(=O)OC)C=C(C=C1)Cl (methyl 2-phenylsulfonylamino-5-chlorobenzoate), [OH-].[Na+] (NaOH), Cl (HCl). Run in C1CCOC1.CO (THF MeOH). Conditions: time 2 day. Product: C1(=CC=CC=C1)S(=O)(=O)NC1=C(C(=O)O)C=C(C=C1)Cl (2-phenylsulfonylamino-5-chlorobenzoic acid). Isolated yield 100.1%. Reaction SMILES: [C:1]1([S:7]([NH:10][C:11]2[CH:20]=[CH:19][C:18]([Cl:21])=[CH:17][C:12]=2[C:13]([O:15]C)=[O:14])(=[O:9])=[O:8])[CH:6]=[CH:5][CH:4]=[CH:3][CH:2]=1.[OH-].[Na+].Cl>C1COCC1.CO>[C:1]1([S:7]([NH:10][C:11]2[CH:20]=[CH:19][C:18]([Cl:21])=[CH:17][C:12]=2[C:13]([OH:15])=[O:14])(=[O:9])=[O:8])[CH:2]=[CH:3][CH:4]=[CH:5][CH:6]=1 |f:1.2,4.5|. Procedure: To a solution of methyl 2-phenylsulfonylamino-5-chlorobenzoate (600 mg; prepared in Reference Example 2.) in the mixture of THF-MeOH (6 ml+3 ml), 2N NaOH solution (2 ml) was added. The mixture was stirred for 2 days. To the reaction mixture, 1N HCl (4.5 ml) was added. The mixture was extracted with ethyl acetate. The organic layer was washed and dried over to give the title compound (575 mg) having the following physical data. The reactants are OCCc1ccc2c(n1)NCCC2, O=S(Cl)Cl, c1ccccc1. Product: ClCCc1ccc2c(n1)NCCC2. As a reaction SMILES: [OH:1][CH2:2][CH2:3][c:4]1[cH:5][cH:6][c:7]2[c:12]([n:13]1)[NH:11][CH2:10][CH2:9][CH2:8]2.[S:14]([Cl:15])([Cl:16])=[O:17].[cH:18]1[cH:19][cH:20][cH:21][cH:22][cH:23]1>>[CH2:2]([CH2:3][c:4]1[cH:5][cH:6][c:7]2[c:12]([n:13]1)[NH:11][CH2:10][CH2:9][CH2:8]2)[Cl:16].